This data is from the Open Reaction Database (ORD), a public repository of structured organic reaction records. The task is: describe an organic reaction: reactants, conditions, products, and yield Reactants: N(NC(=O)OC(C)(C)C)C(=O)OCCC1=CC=C(C=C1)OC(=O)C=1N=C(SC1)NC(C)=O (2-[4-({[2-(acetylamino)-1,3-thiazol-4-yl]carbonyl}oxy)phenyl]ethyl tert-butyl hydrazine-1,2-dicarboxylate), O1CCOCC1.Cl (hydrogen chloride dioxane). Run in ClCCl (dichloromethane). Reaction conditions: time 2.5 hour. Product: Cl.C(C)(=O)NC=1SC=C(N1)C(=O)OC1=CC=C(C=C1)CCOC(=O)NN (4-{2-[(hydrazinocarbonyl)oxy]ethyl}phenyl 2-(acetylamino)-1,3-thiazole-4-carboxylate hydrochloride). Isolated yield 99.1%. Reaction SMILES: [NH:1]([C:10]([O:12][CH2:13][CH2:14][C:15]1[CH:20]=[CH:19][C:18]([O:21][C:22]([C:24]2[N:25]=[C:26]([NH:29][C:30](=[O:32])[CH3:31])[S:27][CH:28]=2)=[O:23])=[CH:17][CH:16]=1)=[O:11])[NH:2]C(OC(C)(C)C)=O.O1CCOCC1.[ClH:39]>ClCCl>[ClH:39].[C:30]([NH:29][C:26]1[S:27][CH:28]=[C:24]([C:22]([O:21][C:18]2[CH:17]=[CH:16][C:15]([CH2:14][CH2:13][O:12][C:10]([NH:1][NH2:2])=[O:11])=[CH:20][CH:19]=2)=[O:23])[N:25]=1)(=[O:32])[CH3:31] |f:1.2,4.5|. Reported procedure: To a suspension of 2-[4-({[2-(acetylamino)-1,3-thiazol-4-yl]carbonyl}oxy)phenyl]ethyl tert-butyl hydrazine-1,2-dicarboxylate (371.6 mg, 0.800 mmol) in anhydrous dichloromethane (4 ml) was added 4M hydrogen chloride dioxane solution (4 ml). After stirring at room temperature for 2.5 hr, the reaction mixture was concentrated under reduced pressure. Ethyl acetate was added to the concentrated residue, and the mixture was concentrated again under reduced pressure. The operation was performed twice t... Conditions: temperature 90 celsius, time 1 hour. Yield: 87.0%. The solvent is O (water). The product is FC1=C(OCC2CN(CCC2)C)C=CC(=C1)[N+](=O)[O-] (3-(2-fluoro-4-nitrophenoxymethyl)-1-methylpiperidine). Reactants: C=O (formaldehyde), C(=O)O (formic acid), FC1=C(OCC2CNCCC2)C=CC(=C1)[N+](=O)[O-] (3-(2-fluoro-4-nitrophenoxymethyl)piperidine), C(O)([O-])=O.[Na+] (sodium hydrogencarbonate). Procedure: 38% aqueous formaldehyde (1.00 ml) and formic acid (1.00 ml) were added to 3-(2-fluoro-4-nitrophenoxymethyl)piperidine (compound of Reference Example 53; 0.300 g, 1.18 mmol), and the mixture was stirred at 90° C. for 1 hour. The reaction mixture was adjusted to pH=8 by addition of saturated aqueous sodium hydrogencarbonate, diluted with water, and extracted with ethyl acetate. The organic layer was dried over anhydrous sodium sulfate. The residue obtained by evaporation of the solvent under redu... RXN SMILES: C=O.[CH:3](O)=O.[F:6][C:7]1[CH:20]=[C:19]([N+:21]([O-:23])=[O:22])[CH:18]=[CH:17][C:8]=1[O:9][CH2:10][CH:11]1[CH2:16][CH2:15][CH2:14][NH:13][CH2:12]1.C(=O)([O-])O.[Na+]>O>[F:6][C:7]1[CH:20]=[C:19]([N+:21]([O-:23])=[O:22])[CH:18]=[CH:17][C:8]=1[O:9][CH2:10][CH:11]1[CH2:16][CH2:15][CH2:14][N:13]([CH3:3])[CH2:12]1 |f:3.4|. Starting materials: C(=S)=S (Carbon disulfide), [OH-].[K+] (potassium hydroxide), NC1=C(CO)C=C(C=C1)Cl (2-amino-5-chlorobenzyl alcohol). Solvent: C(C)O (ethanol). The product is ClC=1C=CC2=C(CSC(N2)=S)C1 (6-Chloro-4H-3,1-benzothiazine-2(1H)thione). Isolated yield 102.4%. Reaction SMILES: [C:1](=[S:3])=[S:2].[OH-].[K+].[NH2:6][C:7]1[CH:14]=[CH:13][C:12]([Cl:15])=[CH:11][C:8]=1[CH2:9]O>C(O)C>[Cl:15][C:12]1[CH:13]=[CH:14][C:7]2[NH:6][C:1](=[S:3])[S:2][CH2:9][C:8]=2[CH:11]=1 |f:1.2|. Procedure: Carbon disulfide (180 ml, 3.0 moles) was added dropwise to a stirred solution of 84 g (1.5 moles) of potassium hydroxide in 400 ml of absolute ethanol with external cooling. To this mixture was added 157 g (1.0 mole) of 2-amino-5-chlorobenzyl alcohol. The reaction mixture was heated under reflux for 20 hours and the solvent was removed by distillation. The solid residue was stirred with 2000 ml of 10% aqueous potassium hydroxide, and the mixture was filtered to remove neutral impurities. The cle... Starting materials: O=C([O-])[O-], CN(C)C=O, CC(=O)O, CC(C)OC(=O)C(Cc1ccc(-n2c(=O)[nH]c3ccc(CN(C)C=O)cc3c2=O)cc1)NC(=O)c1c(Cl)cccc1Cl, [K+], [K+], O, COS(=O)(=O)c1ccc(C)cc1. Product: CC(C)OC(=O)C(Cc1ccc(-n2c(=O)c3cc(CN(C)C=O)ccc3n(C)c2=O)cc1)NC(=O)c1c(Cl)cccc1Cl. Reaction SMILES: [C:48](=[O:49])([O-:50])[O-:51].[CH3:1][N:2]([CH3:3])[CH:4]=[O:5].[CH3:67][C:68](=[O:69])[OH:70].[CH:6]([CH3:7])([CH3:8])[O:9][C:10]([CH:11]([NH:12][C:13]([c:14]1[c:15]([Cl:21])[cH:16][cH:17][cH:18][c:19]1[Cl:20])=[O:22])[CH2:23][c:24]1[cH:25][cH:26][c:27](-[n:30]2[c:31](=[O:46])[nH:32][c:33]3[cH:34][cH:35][c:36]([CH2:41][N:42]([CH3:43])[CH:44]=[O:45])[cH:37][c:38]3[c:39]2=[O:40])[cH:28][cH:29]1)=[O:47].[K+:52].[K+:53].[OH2:66].[c:54]1([CH3:55])[cH:56][cH:57][c:58]([S:59]([O:60][CH3:61])(=[O:62])=[O:63])[cH:64][cH:65]1>>[CH3:1][n:32]1[c:31](=[O:46])[n:30](-[c:27]2[cH:26][cH:25][c:24]([CH2:23][CH:11]([C:10]([O:9][CH:6]([CH3:7])[CH3:8])=[O:47])[NH:12][C:13]([c:14]3[c:15]([Cl:21])[cH:16][cH:17][cH:18][c:19]3[Cl:20])=[O:22])[cH:29][cH:28]2)[c:39](=[O:40])[c:38]2[c:33]1[cH:34][cH:35][c:36]([CH2:41][N:42]([CH3:43])[CH:44]=[O:45])[cH:37]2. Reactants: BrC=1C=C(C(=O)OC)C=CC1 (methyl 3-bromobenzoate), [N+](=O)([O-])C1=CC=C(N)C=C1 (4-nitroaniline), methyl ester, Compound 5. Product: COC(C1=CC(=CC=C1)NC1=CC=C(C=C1)[N+](=O)[O-])=O (3-[N-(4-Nitrophenyl)amino]benzoic acid methyl ester). As a reaction SMILES: Br[C:2]1[CH:3]=[C:4]([CH:9]=[CH:10][CH:11]=1)[C:5]([O:7][CH3:8])=[O:6].[N+:12]([C:15]1[CH:21]=[CH:20][C:18]([NH2:19])=[CH:17][CH:16]=1)([O-:14])=[O:13]>>[CH3:8][O:7][C:5](=[O:6])[C:4]1[CH:9]=[CH:10][CH:11]=[C:2]([NH:19][C:18]2[CH:20]=[CH:21][C:15]([N+:12]([O-:14])=[O:13])=[CH:16][CH:17]=2)[CH:3]=1. Procedure details: Reaction of methyl 3-bromobenzoate with 4-nitroaniline according to general procedure A provided methyl ester of Compound 5 as an orange solid (59% yield). 1H NMR (CDCl3, 500 MHz): δ=8.16 (d, J=9.1 Hz, 2H), 7.89 (s, 1H), 7.83 (d, J=7.6 Hz, 1H), 7.47 (t, J=7.8 Hz, 1H), 7.41 (m, 1H), 6.98 (d, J=9.1 Hz, 2H), 6.31 (s, 1H), 3.94 (s, 3H). 13C NMR (CDCl3, 125 MHz): δ=166.7, 149.7, 140.7, 140.3, 132.2, 130.1, 126.5, 125.9, 125.7, 122.6, 114.4, 52.6. Starting materials: NC1CCN(CC23CC(c4ccccc42)c2ccccc23)CC1, Nc1nc(Cl)ncc1F. Product: Cl, Nc1nc(NC2CCN(CC34CC(c5ccccc53)c3ccccc34)CC2)ncc1F. Reaction SMILES: [NH2:1][CH:2]1[CH2:3][CH2:4][N:5]([CH2:8][C:9]23[c:10]4[cH:11][cH:12][cH:13][cH:14][c:15]4[CH:16]([c:17]4[cH:18][cH:19][cH:20][cH:21][c:22]42)[CH2:23]3)[CH2:6][CH2:7]1.[NH2:24][c:25]1[n:26][c:27]([Cl:32])[n:28][cH:29][c:30]1[F:31]>>[ClH:32].[NH:1]([CH:2]1[CH2:3][CH2:4][N:5]([CH2:8][C:9]23[c:10]4[cH:11][cH:12][cH:13][cH:14][c:15]4[CH:16]([c:17]4[cH:18][cH:19][cH:20][cH:21][c:22]42)[CH2:23]3)[CH2:6][CH2:7]1)[c:27]1[n:26][c:25]([NH2:24])[c:30]([F:31])[cH:29][n:28]1. Starting materials: ClCC(C(CCCC)C)=O (1-chloro-3-methylheptan-2-one), C1(=CC=CC=C1)P(C1=CC=CC=C1)C1=CC=CC=C1 (triphenylphosphine). Run in C(Cl)(Cl)Cl (chloroform). Run at time 24 hour. Yields the product CC(C(=O)C=P(C1=CC=CC=C1)(C1=CC=CC=C1)C1=CC=CC=C1)CCCC (2-methylhexanoylmethylenetriphenylphosphorane). Isolated yield 29.9%. Reaction SMILES: Cl[CH2:2][C:3](=[O:10])[CH:4]([CH3:9])[CH2:5][CH2:6][CH2:7][CH3:8].[C:11]1([P:17]([C:24]2[CH:29]=[CH:28][CH:27]=[CH:26][CH:25]=2)[C:18]2[CH:23]=[CH:22][CH:21]=[CH:20][CH:19]=2)[CH:16]=[CH:15][CH:14]=[CH:13][CH:12]=1>C(Cl)(Cl)Cl>[CH3:9][CH:4]([CH2:5][CH2:6][CH2:7][CH3:8])[C:3]([CH:2]=[P:17]([C:18]1[CH:19]=[CH:20][CH:21]=[CH:22][CH:23]=1)([C:24]1[CH:29]=[CH:28][CH:27]=[CH:26][CH:25]=1)[C:11]1[CH:12]=[CH:13][CH:14]=[CH:15][CH:16]=1)=[O:10]. Reported procedure: A solution of 1-chloro-3-methylheptan-2-one (49.4 g.) and triphenylphosphine (79.5 g.) in chloroform (250 ml.) was saturated with nitrogen and refluxed under nitrogen overnight. The chloroform was removed in vacuo and the residue (crude 3-methyl-2-oxoheptyltriphenylphosphonium chloride) was added portionwise to a solution of sodium carbonate (109 g.) in water (1500 ml.) and the mixture was stirred vigorously for 24 hours. The solution was extracted with diethyl ether, and the ethereal extracts w...